Dataset: the Open Reaction Database (ORD), a public repository of structured organic reaction records. Task: describe an organic reaction: reactants, conditions, products, and yield Starting materials: Cc1ccccc1, Nc1ccc(F)cc1Cl, O=C1CCN(N2CCCCC2)C(=O)C1. Yields the product O=C1C=C(Nc2ccc(F)cc2Cl)CCN1N1CCCCC1. As a reaction SMILES: [CH3:24][c:25]1[cH:26][cH:27][cH:28][cH:29][cH:30]1.[Cl:15][c:16]1[c:17]([NH2:23])[cH:18][cH:19][c:20]([F:22])[cH:21]1.[N:1]1([N:9]2[CH2:10][CH2:11][CH2:12][CH2:13][CH2:14]2)[C:2](=[O:8])[CH2:3][C:4](=[O:7])[CH2:5][CH2:6]1>>[N:1]1([N:9]2[CH2:10][CH2:11][CH2:12][CH2:13][CH2:14]2)[C:2](=[O:8])[CH:3]=[C:4]([NH:23][c:17]2[c:16]([Cl:15])[cH:21][c:20]([F:22])[cH:19][cH:18]2)[CH2:5][CH2:6]1. Starting materials: BrCCCOC=1C=C(C=CC1)C1=NOC2=C1SC=C2 (3-[3-(3-bromo-propoxy)-phenyl]-thieno[2,3-d]isoxazole), ClCCCOC=1C=C(C=CC1)C1=NOC2=C1SC=C2 (3-[3-(3-chloro-propoxy)-phenyl]-thieno[2,3-d]isoxazole), S1C=C(C=C1)CN (3-thiophenemethylamine), C([O-])([O-])=O.[K+].[K+] (potassium carbonate). Product: O1N=C(C2=C1C=CS2)C=2C=C(OCCCN(C)C1=CSC=C1)C=CC2 ([3-(3-thieno[2,3-d]isoxazol-3-yl-phenoxy)-propyl]-thiophen-3-yl-methylamine). Isolated yield 86.0%. Reaction SMILES: Br[CH2:2][CH2:3][CH2:4][O:5][C:6]1[CH:7]=[C:8]([C:12]2[C:16]3[S:17][CH:18]=[CH:19][C:15]=3[O:14][N:13]=2)[CH:9]=[CH:10][CH:11]=1.ClCCCOC1C=C(C2[C:35]3[S:36][CH:37]=[CH:38][C:34]=3ON=2)C=CC=1.S1C=CC([CH2:44][NH2:45])=C1.C(=O)([O-])[O-].[K+].[K+]>>[O:14]1[C:15]2[CH:19]=[CH:18][S:17][C:16]=2[C:12]([C:8]2[CH:7]=[C:6]([CH:11]=[CH:10][CH:9]=2)[O:5][CH2:4][CH2:3][CH2:2][N:45]([C:34]2[CH:38]=[CH:37][S:36][CH:35]=2)[CH3:44])=[N:13]1 |f:3.4.5|. Reported procedure: The title compound is prepared from a mixture of 3-[3-(3-bromo-propoxy)-phenyl]-thieno[2,3-d]isoxazole, 3-[3-(3-chloro-propoxy)-phenyl]-thieno[2,3-d]isoxazole, 3-thiophenemethylamine and potassium carbonate essentially as described above in example 4. Combine the appropriate fractions and concentrate to give the title compound (0.32 g, 86% Yield) as an oil. Purity by LC/MS (APCI)=98%, [M+H]+=371 m/e. The reactants are [BH4-].[Na+] (NaBH4), C(/C1=CC=CC=C1)=N\CCC=C ((E)-N-benzylidenebut-3-en-1-amine), C(Cl)Cl (DCM). Run in CCO (EtOH). Conditions: time 3 hour. Yields the product C(C1=CC=CC=C1)NCCC=C (N-benzylbut-3-en-1-amine). The yield is 84.0%. Reaction SMILES: [CH:1](=[N:8]/[CH2:9][CH2:10][CH:11]=[CH2:12])\[C:2]1[CH:7]=[CH:6][CH:5]=[CH:4][CH:3]=1.[BH4-].[Na+].C(Cl)Cl>CCO>[CH2:1]([NH:8][CH2:9][CH2:10][CH:11]=[CH2:12])[C:2]1[CH:7]=[CH:6][CH:5]=[CH:4][CH:3]=1 |f:1.2|. Reported procedure: To a solution of (E)-N-benzylidenebut-3-en-1-amine (1.298 gm, 8.15 mmol) in EtOH (25 mL) cooled to 0° C. was added NaBH4 (0.324 g, 8.56 mmol) portionwise over 40 min. After addition, the reaction mixture was stirred at rt for 3 hr. The reaction mixture was filtered and the filtrate was concentrated to give a white semi-solid residue. To the residue 50 mL of DCM was added. The resulting milky solution was stirred for 15 min and then was filtered. The obtained clear filtrate was concentrated to gi... RXN SMILES: [NH2:1][C:2]1[C:7]([C:8]#[N:9])=[C:6]([C:10]2[CH:15]=[CH:14][C:13]([O:16][CH2:17][C@H:18]3[CH2:22][O:21][C:20]([CH3:24])([CH3:23])[O:19]3)=[CH:12][CH:11]=2)[C:5]([C:25]#[N:26])=[C:4]([SH:27])[N:3]=1.Cl[CH2:29][C:30]1[N:31]=[C:32]([C:35]2[CH:40]=[CH:39][C:38]([Cl:41])=[CH:37][CH:36]=2)[O:33][CH:34]=1.C(=O)([O-])O.[Na+]>CN(C=O)C>[NH2:1][C:2]1[C:7]([C:8]#[N:9])=[C:6]([C:10]2[CH:15]=[CH:14][C:13]([O:16][CH2:17][C@H:18]3[CH2:22][O:21][C:20]([CH3:23])([CH3:24])[O:19]3)=[CH:12][CH:11]=2)[C:5]([C:25]#[N:26])=[C:4]([S:27][CH2:29][C:30]2[N:31]=[C:32]([C:35]3[CH:40]=[CH:39][C:38]([Cl:41])=[CH:37][CH:36]=3)[O:33][CH:34]=2)[N:3]=1 |f:2.3|. Run in CN(C)C=O (DMF). Procedure details: An amount of 150 mg (0.39 mmol) of the compound from example 3A and 98 mg (0.43 mmol) of the compound from example 5A were suspended together with 99 mg (1.18 mmol) of sodium hydrogencarbonate in 2 ml of dry DMF. The reaction mixture was stirred at RT for 20 hours. The batch was thereafter purified directly by means of preparative HPLC (column: YMC GEL ODS-AQ S-5/15 μm; eluent gradient: acetonitrile/water 10:90→95:5). The reactants are NC1=NC(=C(C(=C1C#N)C1=CC=C(C=C1)OC[C@@H]1OC(OC1)(C)C)C#N)S (2-Amino-4-(4-{[(4S)-2,2-dimethyl-1,3-dioxolan-4-yl]methoxy}phenyl)-6-mercaptopyridine-3,5-dicarbonitrile), ClCC=1N=C(OC1)C1=CC=C(C=C1)Cl (4-(Chloromethyl)-2-(4-chlorophenyl)-1,3-oxazole), C(O)([O-])=O.[Na+] (sodium hydrogencarbonate). Run at time 20 hour. Product: NC1=NC(=C(C(=C1C#N)C1=CC=C(C=C1)OC[C@@H]1OC(OC1)(C)C)C#N)SCC=1N=C(OC1)C1=CC=C(C=C1)Cl (2-Amino-6-({[2-(4-chlorophenyl)-1,3-oxazol-4-yl]methyl}sulfanyl)-4-(4-{[(4S)-2,2-dimethyl-1,3-dioxolan-4-yl]methoxy}phenyl)pyridine-3,5-dicarbonitrile). Starting materials: O=C([O-])[O-], CCOC(C)=O, Clc1nc(Cl)nc(Cl)n1, Cl, Nc1ccc(OC(F)(F)F)cc1, [K+], [K+], C1CCOC1. Product: FC(F)(F)Oc1ccc(Nc2nc(Cl)nc(Cl)n2)cc1. RXN SMILES: [C:22](=[O:23])([O-:24])[O-:25].[CH3:34][CH2:35][O:36][C:37](=[O:38])[CH3:39].[Cl:13][c:14]1[n:15][c:16]([Cl:17])[n:18][c:19]([Cl:20])[n:21]1.[ClH:28].[F:1][C:2]([O:3][c:4]1[cH:5][cH:6][c:7]([NH2:8])[cH:9][cH:10]1)([F:11])[F:12].[K+:26].[K+:27].[O:29]1[CH2:30][CH2:31][CH2:32][CH2:33]1>>[F:1][C:2]([O:3][c:4]1[cH:5][cH:6][c:7]([NH:8][c:19]2[n:18][c:16]([Cl:17])[n:15][c:14]([Cl:13])[n:21]2)[cH:9][cH:10]1)([F:11])[F:12]. The reactants are C(C)(=O)O[C@H]1[C@@H](O[C@@]([C@H]1OCC1=CC=CC=C1)(COCC1=CC=CC=C1)COC(C)=O)N1C(=O)N=C(NC(C2=CC=CC=C2)=O)C=C1 (1-(2-O-Acetyl-4-C-acetoxymethyl-3,5-di-O-benzyl-β-D-ribofuranosyl)-4-N-benzoyl-cytosine), C[O-].[Na+] (sodium methoxide), Cl (hydrochloric acid). Run in CO (methanol). Run at time 10 minute. The product is C(C1=CC=CC=C1)O[C@H]1[C@H]([C@@H](O[C@@]1(COCC1=CC=CC=C1)CO)N1C(=O)N=C(NC(C2=CC=CC=C2)=O)C=C1)O (1-(3,5-di-O-Benzyl-4-C-hydroxymethyl-β-D-ribofuranosyl)-4-N-benzoylcytosine), material. Yield: 54.0%. RXN SMILES: C([O:4][C@@H:5]1[C@H:9]([O:10][CH2:11][C:12]2[CH:17]=[CH:16][CH:15]=[CH:14][CH:13]=2)[C@@:8]([CH2:27][O:28]C(=O)C)([CH2:18][O:19][CH2:20][C:21]2[CH:26]=[CH:25][CH:24]=[CH:23][CH:22]=2)[O:7][C@H:6]1[N:32]1[CH:47]=[CH:46][C:36]([NH:37][C:38](=[O:45])[C:39]2[CH:44]=[CH:43][CH:42]=[CH:41][CH:40]=2)=[N:35][C:33]1=[O:34])(=O)C.C[O-].[Na+].Cl>CO>[CH2:11]([O:10][C@@H:9]1[C@@:8]([CH2:27][OH:28])([CH2:18][O:19][CH2:20][C:21]2[CH:26]=[CH:25][CH:24]=[CH:23][CH:22]=2)[O:7][C@@H:6]([N:32]2[CH:47]=[CH:46][C:36]([NH:37][C:38](=[O:45])[C:39]3[CH:44]=[CH:43][CH:42]=[CH:41][CH:40]=3)=[N:35][C:33]2=[O:34])[C@@H:5]1[OH:4])[C:12]1[CH:17]=[CH:16][CH:15]=[CH:14][CH:13]=1 |f:1.2|. Procedure: To a stirred solution of nucleoside 54 (3.4 g, 5.3 mmol) in methanol (20 cm3) was added sodium methoxide (0.663 g, 11.66 mmol). The reaction mixture was stirred at room temperature for 10 min and then neutralised with 20% aqueous hydrochloric acid. The solvent was partly evaporated and the residue was extracted with dichloromethane (3×50 cm3). The combined organic phase was washed with a saturated aqueous solution of sodium hydrogencarbonate (3×20 cm3) and was dried (Na2SO4). The solvent was rem...